From a dataset of the Open Reaction Database (ORD), a public repository of structured organic reaction records. describe an organic reaction: reactants, conditions, products, and yield The reactants are CCCCCCCCBr, CCCCCCCCOc1cc2c(c(F)n1)CC(c1ncc(O)cn1)CC2, [H-], [Na+], CN(C)C=O, O. Product: CCCCCCCCOc1cnc(C2CCc3cc(OCCCCCCCC)nc(F)c3C2)nc1. As a reaction SMILES: [CH2:30]([CH2:31][CH2:32][CH2:33][CH2:34][CH2:35][CH2:36][CH3:37])[Br:38].[F:1][c:2]1[n:3][c:4]([O:19][CH2:20][CH2:21][CH2:22][CH2:23][CH2:24][CH2:25][CH2:26][CH3:27])[cH:5][c:6]2[c:11]1[CH2:10][CH:9]([c:12]1[n:13][cH:14][c:15]([OH:18])[cH:16][n:17]1)[CH2:8][CH2:7]2.[H-:28].[Na+:29].[O:40]=[CH:41][N:42]([CH3:43])[CH3:44].[OH2:39]>>[F:1][c:2]1[n:3][c:4]([O:19][CH2:20][CH2:21][CH2:22][CH2:23][CH2:24][CH2:25][CH2:26][CH3:27])[cH:5][c:6]2[c:11]1[CH2:10][CH:9]([c:12]1[n:13][cH:14][c:15]([O:18][CH2:30][CH2:31][CH2:32][CH2:33][CH2:34][CH2:35][CH2:36][CH3:37])[cH:16][n:17]1)[CH2:8][CH2:7]2. The reactants are C(C1=CC=CC=C1)(=O)O (benzoic acid), C(C1=CC=CC=C1)S (benzyl mercaptan), P12(=S)SP3(=S)SP(=S)(S1)SP(=S)(S2)S3 (phosphorus pentasulfide). Run in C1(=CC=CC=C1)C (toluene). Yields the product C(C1=CC=CC=C1)(=S)SCC1=CC=CC=C1 (benzyl dithiobenzoate). The yield is 91.0%. As a reaction SMILES: [C:1](O)(=O)[C:2]1[CH:7]=[CH:6][CH:5]=[CH:4][CH:3]=1.[CH2:10]([SH:17])[C:11]1[CH:16]=[CH:15][CH:14]=[CH:13][CH:12]=1.P12(SP3(SP(SP(S3)(S1)=S)(=S)S2)=S)=[S:19]>C1(C)C=CC=CC=1>[C:1]([S:17][CH2:10][C:11]1[CH:16]=[CH:15][CH:14]=[CH:13][CH:12]=1)(=[S:19])[C:2]1[CH:7]=[CH:6][CH:5]=[CH:4][CH:3]=1. Procedure details: A mixture of benzoic acid (1.22 g), benzyl mercaptan (1.24 g) and phosphorus pentasulfide (4.44 g) in toluene (40 ml) was refluxed for 10 h. A dark red color was developed immediately after heating. After the reaction was complete (as monitored by GC-MS), it was cooled to room temperature and purified by column chromatography packed with.neutral alumina, eluting with benzene. Removal of the solvent by distillation gave the single compound, benzyl dithiobenzoate (2.22 g, 91%). It was further char... Reactants: C1(=CC=CC=C1)CCCC(=O)O (4-Phenylbutanoic acid), [H][H] (hydrogen). The reagents and catalysts are [Pt]=O (Platinum oxide). Yield: 77.0%. As a reaction SMILES: [C:1]1([CH2:7][CH2:8][CH2:9][C:10]([OH:12])=[O:11])[CH:6]=[CH:5][CH:4]=[CH:3][CH:2]=1.[H][H]>C(O)(=O)C.[Pt]=O>[CH:1]1([CH2:7][CH2:8][CH2:9][C:10]([OH:12])=[O:11])[CH2:6][CH2:5][CH2:4][CH2:3][CH2:2]1. The solvent is C(C)(=O)O (acetic acid). Yields the product C1(CCCCC1)CCCC(=O)O (4-Cyclohexylbutanoic acid). Procedure details: 4-Phenylbutanoic acid prepared as described in Example 21, Part A was dissolved in glacial acetic acid (25 ml). Platinum oxide (0.1 g) was added and the solution was hydrogenated in the Paar shaker at up to 55 p.s.i. until hydrogen uptake ceased (6.5 hours). The catalyst was removed by filtration and the acetic acid was removed in vacuo. The product crystallized and was recrystallized from Et2O (20 ml) to give title compound (1.18 g, 77%), m.p. 85°-88° C. Reactants: [BH4-].[Na+] (sodium borohydride), ClC1=CC2=C(C(C3=NC=CC=C3CO2)=O)C=C1 (8-chloro[1]benzoxepino[4,3-b]pyridin-11-one). Run in C(C)O (ethanol). Run at time 18 hour. The product is ClC1=CC2=C(C(C3=NC=CC=C3CO2)O)C=C1 (8-CHLORO-5,11-DIHYDRO[1]BENZOXEPINO[4,3-b]PYRIDIN-11-OL). The yield is 84.3%. As a reaction SMILES: [BH4-].[Na+].[Cl:3][C:4]1[CH:19]=[CH:18][C:7]2[C:8](=[O:17])[C:9]3[C:14]([CH2:15][O:16][C:6]=2[CH:5]=1)=[CH:13][CH:12]=[CH:11][N:10]=3>C(O)C>[Cl:3][C:4]1[CH:19]=[CH:18][C:7]2[CH:8]([OH:17])[C:9]3[C:14]([CH2:15][O:16][C:6]=2[CH:5]=1)=[CH:13][CH:12]=[CH:11][N:10]=3 |f:0.1|. Procedure: Add sodium borohydride (0.96 g, 25.4 mmole) to 8-chloro[1]benzoxepino[4,3-b]pyridin-11-one (10.00 g, 40.7 mmole) in ethanol (100 mL). Stir for 18 hours at room temperature. Add water (100 mL), and concentrate in vacuo. Add additional water (100 mL), and extract with dichloromethane. Wash the organic solution with saturated NaCl, dry with MgSO4, filter, and concentrate in vacuo. Dissolve the oil in dichloromethane, and chromatograph on silica gel, eluting with 50% ethyl acetate in hexane. Combine... Starting materials: C1(CCCC1)N1CCN(CC1)C(=O)C=1C=C2C=C(NC2=CC1)C(=O)N1CCC(CC1)(F)F ([5-(4-Cyclopentyl-piperazine-1-carbonyl)-1H-indol-2-yl]-(4,4-difluoro-piperidin-1-yl)-methanone), [H-].[Na+] (sodium hydride), C1(CC1)CBr (cyclopropylmethyl bromide). Run in CN(C=O)C (N,N-dimethylformamide). Product: C1(CCCC1)N1CCN(CC1)C(=O)C=1C=C2C=C(N(C2=CC1)CC1CC1)C(=O)N1CCC(CC1)(F)F ([5-(4-Cyclopentyl-piperazine-1-carbonyl)-1-cyclopropylmethyl-1H-indol-2-yl]-(4,4-difluoro-piperidin-1-yl)-methanone). Isolated yield 44.0%. As a reaction SMILES: [CH:1]1([N:6]2[CH2:11][CH2:10][N:9]([C:12]([C:14]3[CH:15]=[C:16]4[C:20](=[CH:21][CH:22]=3)[NH:19][C:18]([C:23]([N:25]3[CH2:30][CH2:29][C:28]([F:32])([F:31])[CH2:27][CH2:26]3)=[O:24])=[CH:17]4)=[O:13])[CH2:8][CH2:7]2)[CH2:5][CH2:4][CH2:3][CH2:2]1.[H-].[Na+].[CH:35]1([CH2:38]Br)[CH2:37][CH2:36]1>CN(C)C=O>[CH:1]1([N:6]2[CH2:7][CH2:8][N:9]([C:12]([C:14]3[CH:15]=[C:16]4[C:20](=[CH:21][CH:22]=3)[N:19]([CH2:38][CH:35]3[CH2:37][CH2:36]3)[C:18]([C:23]([N:25]3[CH2:26][CH2:27][C:28]([F:31])([F:32])[CH2:29][CH2:30]3)=[O:24])=[CH:17]4)=[O:13])[CH2:10][CH2:11]2)[CH2:5][CH2:4][CH2:3][CH2:2]1 |f:1.2|. Procedure details: The title compound was synthesized in analogy to example 51, from [5-(4-cyclopentyl-piperazine-1-carbonyl)-1H-indol-2-yl]-(4,4-difluoro-piperidin-1-yl)-methanone (example 8), sodium hydride and cyclopropylmethyl bromide in N,N-dimethylformamide give the desired product as a colorless foam (44%). As a reaction SMILES: [N+:1]([C:4]1[CH:10]=[C:9]([C:11]([F:14])([F:13])[F:12])[CH:8]=[CH:7][C:5]=1[NH2:6])([O-:3])=[O:2].[H-].[Na+].CI.[C:19]([O-])(O)=O.[Na+]>CN(C=O)C.[Cl-].[Na+].O>[CH3:19][NH:6][C:5]1[CH:7]=[CH:8][C:9]([C:11]([F:12])([F:13])[F:14])=[CH:10][C:4]=1[N+:1]([O-:3])=[O:2] |f:1.2,4.5,7.8.9|. Reported procedure: To a solution of 2-nitro-4-trifluoromethylaniline (200 mmol, 41.2 g) in DMF (200 mL) cooled to 0° C. was added portionwise NaH (210 mmol, 8.4 g of a 60% suspension in mineral oil) (exothermic, gas evolution). The reaction was allowed to reach ambient temperature for 45 min, then cooled back to 0° C. MeI (220 mmol, 13.7 mL) was added via syringe (exothermic) and the resulting slurry was stirred for 2 h. The reaction mixture was poured into a 1:1 mixture of saturated NaHCO3 and brine (1 L) to prov... The product is CNC1=C(C=C(C=C1)C(F)(F)F)[N+](=O)[O-] (N-Methyl-2-nitro-4-(trifluoromethyl)aniline). The reactants are CI (MeI), [N+](=O)([O-])C1=C(N)C=CC(=C1)C(F)(F)F (2-nitro-4-trifluoromethylaniline), [H-].[Na+] (NaH), suspension, C(=O)(O)[O-].[Na+] (NaHCO3). Reaction conditions: temperature 0 celsius, time 45 minute. Run in CN(C)C=O (DMF), [Cl-].[Na+].O (brine).